From a dataset of the Open Reaction Database (ORD), a public repository of structured organic reaction records. describe an organic reaction: reactants, conditions, products, and yield Starting materials: FC1=C(C=CC(=C1)F)N1C=C(C(C2=CC(=C(N=C12)OC)F)=O)C(=O)OCC (ethyl 1-(2,4-difluorophenyl)-6-fluoro-1,4-dihydro-7-methoxy-4-oxo-1,8-naphthyridine-3-carboxylate), P(=O)(Cl)(Cl)Cl (phosphorus oxychloride). Product: ClC1=C(C=C2C(C(=CN(C2=N1)C1=C(C=C(C=C1)F)F)C(=O)OCC)=O)F (ethyl 7-chloro-1-(2,4-difluorophenyl)-6-fluoro-1,4-dihydro-4-oxo-1,8-naphthyridine-3-carboxylate). Yield: 85.0%. RXN SMILES: [F:1][C:2]1[CH:7]=[C:6]([F:8])[CH:5]=[CH:4][C:3]=1[N:9]1[C:18]2[C:13](=[CH:14][C:15]([F:21])=[C:16](OC)[N:17]=2)[C:12](=[O:22])[C:11]([C:23]([O:25][CH2:26][CH3:27])=[O:24])=[CH:10]1.P(Cl)(Cl)([Cl:30])=O>>[Cl:30][C:16]1[N:17]=[C:18]2[C:13]([C:12](=[O:22])[C:11]([C:23]([O:25][CH2:26][CH3:27])=[O:24])=[CH:10][N:9]2[C:3]2[CH:4]=[CH:5][C:6]([F:8])=[CH:7][C:2]=2[F:1])=[CH:14][C:15]=1[F:21]. Reported procedure: In 2.5 ml of phosphorus oxychloride was suspended 500 mg of ethyl 1-(2,4-difluorophenyl)-6-fluoro-1,4-dihydro-7-methoxy-4-oxo-1,8-naphthyridine-3-carboxylate, and the resulting suspension was subjected to reaction under reflux for 1.5 hours. Subsequently, the solvent was removed by distillation under reduced pressure, and the crystalline material thus obtained was washed with 10 ml of diethyl ether to obtain 430 mg (yield 85.0%) of ethyl 7-chloro-1-(2,4-difluorophenyl)-6-fluoro-1,4-dihydro-4-oxo... Starting materials: CCOC(=O)C (EtOAc), C(C=C)OC(C(CCC(=O)OCC=C)NC(=O)OC1=CC=C(C=C1)COC(NC1=C(C=C(C(=C1)OC)OC)C(=O)N1C(CCC1)CO)=O)=O (2-(4-{2-[2-Hydroxymethyl-pyrrolidine-1-carbonyl)-4,5-dimethoxy-phenylcarbamoyloxymethyl]-phenoxycarbonylamino}-pentanedioic acid diallyl ester), [Cr](=O)(=O)([O-])O[Cr](=O)(=O)[O-].[NH+]1=CC=CC=C1.[NH+]1=CC=CC=C1 (pyridinium dichromate). The solvent is C(Cl)Cl (CH2Cl2). Yields the product C(C=C)OC(C(CCC(=O)OCC=C)NC(=O)OC1=CC=C(C=C1)COC(=O)N1[C@H]([C@H]2N(C(C3=C1C=C(C(=C3)OC)OC)=O)CCC2)O)=O (2-[4-((11S,11aS)-7,8-dimethoxy-11-hydroxy-5-oxo-1,2,3,10,11,11a-hexahydro-5H-pyrrolo[2,1-c][1,4]benzodiazepine-10-carbonyloxymethyl)-phenoxycarbonylamino]-pentanedioic acid diallyl ester). Yield: 66.0%. Reaction SMILES: [CH2:1]([O:4][C:5](=[O:49])[CH:6]([NH:15][C:16]([O:18][C:19]1[CH:24]=[CH:23][C:22]([CH2:25][O:26][C:27](=[O:48])[NH:28][C:29]2[CH:34]=[C:33]([O:35][CH3:36])[C:32]([O:37][CH3:38])=[CH:31][C:30]=2[C:39]([N:41]2[CH2:45][CH2:44][CH2:43][CH:42]2[CH2:46][OH:47])=[O:40])=[CH:21][CH:20]=1)=[O:17])[CH2:7][CH2:8][C:9]([O:11][CH2:12][CH:13]=[CH2:14])=[O:10])[CH:2]=[CH2:3].[Cr](O[Cr]([O-])(=O)=O)([O-])(=O)=O.[NH+]1C=CC=CC=1.[NH+]1C=CC=CC=1.CCOC(C)=O>C(Cl)Cl>[CH2:1]([O:4][C:5](=[O:49])[CH:6]([NH:15][C:16]([O:18][C:19]1[CH:20]=[CH:21][C:22]([CH2:25][O:26][C:27]([N:28]2[C:29]3[CH:34]=[C:33]([O:35][CH3:36])[C:32]([O:37][CH3:38])=[CH:31][C:30]=3[C:39](=[O:40])[N:41]3[CH2:45][CH2:44][CH2:43][C@H:42]3[C@@H:46]2[OH:47])=[O:48])=[CH:23][CH:24]=1)=[O:17])[CH2:7][CH2:8][C:9]([O:11][CH2:12][CH:13]=[CH2:14])=[O:10])[CH:2]=[CH2:3] |f:1.2.3|. Procedure: The alcohol 44 (0.55 g, 0.8 mmol) was reacted (Method B) with pyridinium dichromate (0.36 g, 0.96 mmol) and 4 Å molecular sieves (0.4 g) in anhydrous CH2Cl2 (4 mL). The product was obtained (flash column chromatography 80% EtOAc/20% n-hexane) as a white foam (0.36 g, 66%). 1H NMR (CDCl3) δ 7.22 (m, 3H), 7.07 (d, J=7.5 Hz, 2H), 6.50 (s, 1H), 5.95 (m, 3H), 5.70 (dd, J=3, 10 Hz, 1H); 5.30 (m, 5H), 4.90 (d, J=13 Hz, 1H), 4.60 (m, 4H), 4.45 (m, 1H), 3.92 (s, 3H), 3.55 (m, 8H), 2.50 (m, 2H), 2.30 (m, ... Starting materials: ClCC(=O)Cl (chloroacetyl chloride), C(C)OC(CNCC1OCCO1)OCC (N-(2,2-Diethoxyethyl)-N-(1,3-dioxolan-2-ylmethyl)amine), C1=CC=CC=C1 (benzene), C([O-])([O-])=O.[Na+].[Na+] (sodium carbonate). Run in O (water). The product is C(C)OC(CN(C(CCl)=O)CC1OCCO1)OCC (N-(2,2-diethoxyethyl)-N-(1,3-dioxolan-2-ylmethyl)-α-chloroacetamide). As a reaction SMILES: [CH2:1]([O:3][CH:4]([O:13][CH2:14][CH3:15])[CH2:5][NH:6][CH2:7][CH:8]1[O:12][CH2:11][CH2:10][O:9]1)[CH3:2].C1C=CC=CC=1.C(=O)([O-])[O-].[Na+].[Na+].[Cl:28][CH2:29][C:30](Cl)=[O:31]>O>[CH2:1]([O:3][CH:4]([O:13][CH2:14][CH3:15])[CH2:5][N:6]([CH2:7][CH:8]1[O:12][CH2:11][CH2:10][O:9]1)[C:30](=[O:31])[CH2:29][Cl:28])[CH3:2] |f:2.3.4|. Reported procedure: N-(2,2-Diethoxyethyl)-N-(1,3-dioxolan-2-ylmethyl)amine (4 grams), benzene (100 ml), water (100 ml) and sodium carbonate (2 grams) were charged into a glass reaction vessel equipped with a mechanical stirrer and thermometer. The mixture was cooled to a temperature of 5° to 10° C and chloroacetyl chloride (1.5 ml) was added dropwise with stirring. After the addition was completed stirring was continued until the reaction mixture reached room temperature. After this time the organic phase was separ...